Dataset: the Open Reaction Database (ORD), a public repository of structured organic reaction records. Task: describe an organic reaction: reactants, conditions, products, and yield Yields the product NC1=C(C(=NN1C(CCCC1=CC=CC=C1)C)CC)C(=O)N (5-Amino-3-ethyl-1-(1-methyl-4-phenyl-butyl)-1-H-pyrazole-4-carboxamide). The reactants are N (NH3), OO (hydrogen peroxide), NC1=C(C(=NN1C(CCCC1=CC=CC=C1)C)CC)C#N (5-amino-3-ethyl-1-(1-methyl-4-phenyl-butyl)-1-H-pyrazole-4-carbonitrile). As a reaction SMILES: [NH2:1][C:2]1[N:6]([CH:7]([CH3:17])[CH2:8][CH2:9][CH2:10][C:11]2[CH:16]=[CH:15][CH:14]=[CH:13][CH:12]=2)[N:5]=[C:4]([CH2:18][CH3:19])[C:3]=1[C:20]#[N:21].N.[OH:23]O>C(O)C>[NH2:1][C:2]1[N:6]([CH:7]([CH3:17])[CH2:8][CH2:9][CH2:10][C:11]2[CH:12]=[CH:13][CH:14]=[CH:15][CH:16]=2)[N:5]=[C:4]([CH2:18][CH3:19])[C:3]=1[C:20]([NH2:21])=[O:23]. Run in C(C)O (ethanol). Procedure: 5.08 g (18 mmol) of 5-amino-3-ethyl-1-(1-methyl-4-phenyl-butyl)-1-H-pyrazole-4-carbonitrile are dissolved in 100 ml of ethanol and, after 100 ml of concentrated NH3 solution (25% strength) and 50 ml of hydrogen peroxide solution (30% strength) have been added, the solution is stirred for 16 hours at room temperature. After the non-aqueous solvents have been removed, the pH is brought to 5 with 1N HCl. The aqueous phase is extracted three times with dichloromethane, and the organic phase is dried... Run at time 16 hour. Starting materials: COc1ccc(CSC2CC(C(N)=O)N(CCF)C2)cc1, ClCCl, COS(=O)(=O)F. Yields the product COc1ccc(CSC2CC(C(N)=O)[N+](C)(CCF)C2)cc1, O=S(=O)([O-])F. As a reaction SMILES: [C:7]([NH2:8])(=[O:9])[CH:10]1[N:11]([CH2:25][CH2:26][F:27])[CH2:12][CH:13]([S:15][CH2:16][c:17]2[cH:18][cH:19][c:20]([O:23][CH3:24])[cH:21][cH:22]2)[CH2:14]1.[CH2:28]([Cl:29])[Cl:30].[F:1][S:2](=[O:3])(=[O:4])[O:5][CH3:6]>>[CH3:6][N+:11]1([CH2:25][CH2:26][F:27])[CH:10]([C:7]([NH2:8])=[O:9])[CH2:14][CH:13]([S:15][CH2:16][c:17]2[cH:18][cH:19][c:20]([O:23][CH3:24])[cH:21][cH:22]2)[CH2:12]1.[F:1][S:2](=[O:3])(=[O:4])[O-:5]. Reactants: C(C)(C)C1=CC=C(OCCO)C=C1 (2-(4-isopropylphenoxy)ethanol), C(CCCCCC)C1=C(OCCO)C=CC=C1 (2-(heptyl-phenoxy)ethanol). Reaction SMILES: C([C:4]1[CH:13]=[CH:12][C:7]([O:8][CH2:9][CH2:10][OH:11])=[CH:6][CH:5]=1)(C)C.[CH2:14]([C:21]1C=CC=CC=1OCCO)[CH2:15]CCCCC>>[CH:14]([C:6]1[CH:5]=[CH:4][CH:13]=[CH:12][C:7]=1[O:8][CH2:9][CH2:10][OH:11])([CH3:21])[CH3:15]. Procedure details: 2-(4-isopropylphenoxy)ethanol or 2-(heptyl-phenoxy)ethanol The product is C(C)(C)C1=C(OCCO)C=CC=C1 (2-(2-isopropylphenoxy)ethanol). Reactants: ClCCl, CC(C)(C)OC(=O)N1CCN(Cc2ccc(C(O)(C(F)(F)F)C(F)(F)F)cc2)C(=O)C1, O=C(O)C(F)(F)F. Yields the product O=C1CNCCN1Cc1ccc(C(O)(C(F)(F)F)C(F)(F)F)cc1. Reaction SMILES: [Cl:39][CH2:40][Cl:41].[F:1][C:2]([C:3]([C:4]([F:5])([F:6])[F:7])([OH:8])[c:9]1[cH:10][cH:11][c:12]([CH2:13][N:14]2[C:15](=[O:27])[CH2:16][N:17]([C:20]([O:21][C:22]([CH3:23])([CH3:24])[CH3:25])=[O:26])[CH2:18][CH2:19]2)[cH:28][cH:29]1)([F:30])[F:31].[OH:32][C:33]([C:34]([F:35])([F:36])[F:37])=[O:38]>>[F:1][C:2]([C:3]([C:4]([F:5])([F:6])[F:7])([OH:8])[c:9]1[cH:10][cH:11][c:12]([CH2:13][N:14]2[C:15](=[O:27])[CH2:16][NH:17][CH2:18][CH2:19]2)[cH:28][cH:29]1)([F:30])[F:31]. Reported procedure: A mixture of 11.2 g (0.1 mol) of 4-fluorophenol, 16.5 g (0.12 mol) of pulverized potassium carbonate, 20.2 g (0.1 mol) of 1,3-dibromopropane and 100 ml of anhydrous dimethoxyethane was refluxed under nitrogen for 6 hours and then cooled. The mixture was diluted with methylene chloride and washed with water. The resultant organic product solution was dried over Na2SO4 and evaporated in vacuo. The residue was chromatographed on silica gel using cyclohexane elution to give pure product. Starting materials: FC1=CC=C(C=C1)O (4-fluorophenol), C([O-])([O-])=O.[K+].[K+] (potassium carbonate), BrCCCBr (1,3-dibromopropane), C(OC)COC (dimethoxyethane). The product is FC1=CC=C(OCCCBr)C=C1 (3-(4-Fluorophenoxy)propyl bromide). Run in C(Cl)Cl (methylene chloride). Reaction SMILES: [F:1][C:2]1[CH:7]=[CH:6][C:5]([OH:8])=[CH:4][CH:3]=1.C(=O)([O-])[O-].[K+].[K+].[Br:15][CH2:16][CH2:17][CH2:18]Br.C(COC)OC>C(Cl)Cl>[F:1][C:2]1[CH:7]=[CH:6][C:5]([O:8][CH2:18][CH2:17][CH2:16][Br:15])=[CH:4][CH:3]=1 |f:1.2.3|. The reactants are [H-].C(C(C)C)[Al+]CC(C)C (diisobutylaluminum hydride), ClC1=CC2=C(SC(=C2C)S(=O)(=O)NC2=C(C=C(C(=O)OC)C=C2)S(=O)(=O)C)C=C1 (Methyl 4-(5-chloro-3-methylbenzo[b]thiophene-2-sulfonylamino)-3-methanesulfonylbenzoate). The solvent is C1(=CC=CC=C1)C (toluene), C1(=CC=CC=C1)C (toluene). Reaction conditions: temperature -78 celsius, time 20 minute. Yields the product ClC1=CC2=C(SC(=C2C)S(=O)(=O)NC2=C(C=C(C=C2)CO)S(=O)(=O)C)C=C1 (5-chloro-N-(4-hydroxymethyl-2-methanesulfonylphenyl)-3-methylbenzo[b]thiophene-2-sulfonamide). Isolated yield 80.1%. RXN SMILES: [Cl:1][C:2]1[CH:29]=[CH:28][C:5]2[S:6][C:7]([S:10]([NH:13][C:14]3[CH:23]=[CH:22][C:17]([C:18](OC)=[O:19])=[CH:16][C:15]=3[S:24]([CH3:27])(=[O:26])=[O:25])(=[O:12])=[O:11])=[C:8]([CH3:9])[C:4]=2[CH:3]=1.[H-].C([Al+]CC(C)C)C(C)C>C1(C)C=CC=CC=1>[Cl:1][C:2]1[CH:29]=[CH:28][C:5]2[S:6][C:7]([S:10]([NH:13][C:14]3[CH:23]=[CH:22][C:17]([CH2:18][OH:19])=[CH:16][C:15]=3[S:24]([CH3:27])(=[O:26])=[O:25])(=[O:12])=[O:11])=[C:8]([CH3:9])[C:4]=2[CH:3]=1 |f:1.2|. Procedure: Into 10 mL of toluene was dissolved 305 mg of Compound 1, and the solution was cooled to −78° C., followed by addition of 2.2 mL of 1.01 mol/L toluene solution of diisobutylaluminum hydride. After 20 minutes of stirring at the same temperature, the mixture was gradually warmed to 0° C. and stirred for 1 hour. After the reaction was terminated by adding water, the mixture was diluted with ethyl acetate and saturated aqueous potassium sodium tartrate solution were added, followed by 30 minutes of ... Reactants: [NH4+].O.O.O.O.O.O.O.O.O.O.O.O.[O-]S(=O)(=O)[O-].[O-]S(=O)(=O)[O-].[Al+3] (ammonium alum), OC=1C=CC=C2C=CC=NC12 (8-hydroxyquinoline), solution, [OH-].[Na+] (sodium hydroxide). The solvent is O (water). Yields the product C1=CC2=C(C(=C1)[O-])N=CC=C2.C1=CC2=C(C(=C1)[O-])N=CC=C2.C1=CC2=C(C(=C1)[O-])N=CC=C2.[Al+3] (Alq3). Yield: 91.3%. RXN SMILES: [NH4+].O.O.O.O.O.O.O.O.O.O.O.O.[O-]S([O-])(=O)=O.[O-]S([O-])(=O)=O.[Al+3:24].[OH:25][C:26]1[CH:27]=[CH:28][CH:29]=[C:30]2[C:35]=1[N:34]=[CH:33][CH:32]=[CH:31]2.[OH-].[Na+]>O>[CH:28]1[CH:27]=[C:26]([O-:25])[C:35]2[N:34]=[CH:33][CH:32]=[CH:31][C:30]=2[CH:29]=1.[CH:28]1[CH:27]=[C:26]([O-:25])[C:35]2[N:34]=[CH:33][CH:32]=[CH:31][C:30]=2[CH:29]=1.[CH:28]1[CH:27]=[C:26]([O-:25])[C:35]2[N:34]=[CH:33][CH:32]=[CH:31][C:30]=2[CH:29]=1.[Al+3:24] |f:0.1.2.3.4.5.6.7.8.9.10.11.12.13.14.15,17.18,20.21.22.23|. Procedure: As in Example 1, 22.7 g of ammonium alum and 21.8 g of 8-hydroxyquinoline were added to 150 g of water and the mixture was neutralized by dropwise addition of 6.5 g of a 33% solution of sodium hydroxide with stirring and allowed to react. The solid formed was washed with water and dried to give 21 g of Alq3. The raw material Alq3 thus prepared was refined in the metallic apparatus for refining by sublimation illustrated in FIG. 1 to give 11 g of refined Alq3. Reactants: Nc1nc2ccc(Cl)cc2s1, O, O=C(O)c1ccc2cccnc2c1O. Product: O=C(Nc1nc2ccc(Cl)cc2s1)c1ccc2cccnc2c1O. Reaction SMILES: [NH2:15][c:16]1[s:17][c:18]2[c:19]([n:20]1)[cH:21][cH:22][c:23]([Cl:25])[cH:24]2.[OH2:26].[OH:1][c:2]1[c:3]([C:12](=[O:13])[OH:14])[cH:4][cH:5][c:6]2[cH:7][cH:8][cH:9][n:10][c:11]12>>[OH:1][c:2]1[c:3]([C:12](=[O:14])[NH:15][c:16]2[s:17][c:18]3[c:19]([n:20]2)[cH:21][cH:22][c:23]([Cl:25])[cH:24]3)[cH:4][cH:5][c:6]2[cH:7][cH:8][cH:9][n:10][c:11]12. Reactants: CCCCCCCCC(=O)Cl, CCOC(C)=O, NCC(=O)O, [Na+], [OH-], O. Product: CCCCCCCCC(=O)NCC(=O)O. RXN SMILES: [C:6]([CH2:7][CH2:8][CH2:9][CH2:10][CH2:11][CH2:12][CH2:13][CH3:14])(=[O:15])[Cl:16].[CH3:19][CH2:20][O:21][C:22](=[O:23])[CH3:24].[NH2:1][CH2:2][C:3]([OH:4])=[O:5].[Na+:18].[OH-:17].[OH2:25]>>[NH:1]([CH2:2][C:3]([OH:4])=[O:5])[C:6]([CH2:7][CH2:8][CH2:9][CH2:10][CH2:11][CH2:12][CH2:13][CH3:14])=[O:15]. Reported procedure: 2-N-Acetyl-9-(2-(diethylphosphonomethoxy)ethyl)guanine (1.42 g, 3.68 mmol) was dissolved in 50 mL of 40% aqueous methylamine and the solution was stirred at rt for 45 min. The reaction mixture was concentrated in vacuo and evaporated three times with toluene to give a gummy, white solid. The crude material was stirred in hot ethyl acetate for 1 h, then cooled to rt, and the product collected by filtration to provide 1.19 g of 9-(2-(diethylphosphonomethoxy)ethyl)guanine Conditions: time 45 minute. The yield is 93.7%. Reaction SMILES: C([NH:4][C:5]1[NH:6][C:7](=[O:26])[C:8]2[N:9]=[CH:10][N:11]([CH2:14][CH2:15][O:16][CH2:17][P:18]([O:23][CH2:24][CH3:25])([O:20][CH2:21][CH3:22])=[O:19])[C:12]=2[N:13]=1)(=O)C>CN.C(OCC)(=O)C>[CH2:24]([O:23][P:18]([CH2:17][O:16][CH2:15][CH2:14][N:11]1[CH:10]=[N:9][C:8]2[C:7](=[O:26])[NH:6][C:5]([NH2:4])=[N:13][C:12]1=2)([O:20][CH2:21][CH3:22])=[O:19])[CH3:25]. The product is C(C)OP(=O)(OCC)COCCN1C=2N=C(NC(C2N=C1)=O)N (9-(2-(diethylphosphonomethoxy)ethyl)guanine). Starting materials: C(C)(=O)NC=1NC(C=2N=CN(C2N1)CCOCP(=O)(OCC)OCC)=O (2-N-Acetyl-9-(2-(diethylphosphonomethoxy)ethyl)guanine), crude material. The solvent is CN (methylamine), C(C)(=O)OCC (ethyl acetate).